This data is from the Open Reaction Database (ORD), a public repository of structured organic reaction records. The task is: describe an organic reaction: reactants, conditions, products, and yield Reactants: NC1=C(N=C(S1)C1=C(C=CC=C1F)F)C(=O)NC=1C(=NC=NC1)OC1CCNCC1 (5-amino-2-(2,6-difluorophenyl)-N-(4-(piperidin-4-yloxy)pyrimidin-5-yl)thiazole-4-carboxamide), C[Si](OCCCCO)(C)C (4-((trimethylsilyl)oxy)butan-1-ol). The product is NC1=C(N=C(S1)C1=C(C=CC=C1F)F)C(=O)NC=1C(=NC=NC1)OCCCCO (5-amino-2-(2,6-difluorophenyl)-N-(4-(4-hydroxybutoxy)pyrimidin-5-yl)thiazole-4-carboxamide). RXN SMILES: [NH2:1][C:2]1[S:6][C:5]([C:7]2[C:12]([F:13])=[CH:11][CH:10]=[CH:9][C:8]=2[F:14])=[N:4][C:3]=1[C:15]([NH:17][C:18]1[C:19]([O:24][CH:25]2[CH2:30]CNCC2)=[N:20][CH:21]=[N:22][CH:23]=1)=[O:16].C[Si](C)(C)[O:33][CH2:34][CH2:35]CCO>>[NH2:1][C:2]1[S:6][C:5]([C:7]2[C:8]([F:14])=[CH:9][CH:10]=[CH:11][C:12]=2[F:13])=[N:4][C:3]=1[C:15]([NH:17][C:18]1[C:19]([O:24][CH2:25][CH2:30][CH2:35][CH2:34][OH:33])=[N:20][CH:21]=[N:22][CH:23]=1)=[O:16]. Procedure details: Following the procedure described in Example 1, and substituting Compound 4 in Step (1) with 4-((trimethylsilyl)oxy)butan-1-ol (30B2) (100 mg, 0.617 mmol), the title compound 30 (32 mg, 0.0760 mmol) was obtained. Reactants: BrC1=C(C(=C(C(=C1C)OC)OC)OC)OC (1-bromo-2,3,4,5-tetramethoxy-6-methylbenzene), BrN1C(CCC1=O)=O (N-bromosuccinimide). The reagents and catalysts are CC(C)(C#N)N=NC(C)(C)C#N (AIBN). Run in C(C)(=O)OCC (ethyl acetate). The product is BrC1=C(C(=C(C(=C1CBr)OC)OC)OC)OC (1-Bromo-6-bromomethyl-2,3,4,5-tetramethoxybenzene). Isolated yield 99.5%. RXN SMILES: [Br:1][C:2]1[C:7]([CH3:8])=[C:6]([O:9][CH3:10])[C:5]([O:11][CH3:12])=[C:4]([O:13][CH3:14])[C:3]=1[O:15][CH3:16].[Br:17]N1C(=O)CCC1=O>CC(N=NC(C#N)(C)C)(C#N)C.C(OCC)(=O)C>[Br:1][C:2]1[C:7]([CH2:8][Br:17])=[C:6]([O:9][CH3:10])[C:5]([O:11][CH3:12])=[C:4]([O:13][CH3:14])[C:3]=1[O:15][CH3:16]. Procedure: An ethyl acetate (300 ml) solution of 1-bromo-2,3,4,5-tetramethoxy-6-methylbenzene (49.5 g, 0.170 mols), N-bromosuccinimide (31.8 g, 0.179 mols) and AIBN (558 mg, 3.40 mmols) was heated under reflux for 1 hour. The reaction mixture was concentrated in vacuo, and then diluted with hexane. The resulting crystals were separated by filtration, and the filtrate was concentrated to obtain the entitled compound (62.6 g) as an oil. The reactants are CCO, Nc1ccccn1, Nc1ccc(C#CCO)cn1, [OH-], [OH-], [Pd+2]. Product: Nc1ccc(CCCO)cn1. As a reaction SMILES: [CH3:19][CH2:20][OH:21].[NH2:12][c:13]1[cH:14][cH:15][cH:16][cH:17][n:18]1.[NH2:1][c:2]1[cH:3][cH:4][c:5]([C:8]#[C:9][CH2:10][OH:11])[cH:6][n:7]1.[OH-:22].[OH-:23].[Pd+2:24]>>[NH2:1][c:2]1[cH:3][cH:4][c:5]([CH2:8][CH2:9][CH2:10][OH:11])[cH:6][n:7]1. The reactants are ClC1=NC=2C(CCCC2C(=N1)Cl)C1=CC=C(C=C1)F (2,4-dichloro-8-(4-fluorophenyl)-5,6,7,8-tetrahydroquinazoline), CNC (dimethylamine). Solvent: CO (MeOH). Yields the product ClC1=NC=2C(CCCC2C(=N1)N(C)C)C1=CC=C(C=C1)F (2-chloro-8-(4-fluorophenyl)-N,N-dimethyl-5,6,7,8-tetrahydroquinazolin-4-amine). The yield is 99.7%. Reaction SMILES: [Cl:1][C:2]1[N:11]=[C:10](Cl)[C:9]2[CH2:8][CH2:7][CH2:6][CH:5]([C:13]3[CH:18]=[CH:17][C:16]([F:19])=[CH:15][CH:14]=3)[C:4]=2[N:3]=1.[CH3:20][NH:21][CH3:22]>CO>[Cl:1][C:2]1[N:11]=[C:10]([N:21]([CH3:22])[CH3:20])[C:9]2[CH2:8][CH2:7][CH2:6][CH:5]([C:13]3[CH:18]=[CH:17][C:16]([F:19])=[CH:15][CH:14]=3)[C:4]=2[N:3]=1. Procedure details: A solution of 2,4-dichloro-8-(4-fluorophenyl)-5,6,7,8-tetrahydroquinazoline (115 mg, 0.387 mmol) and excess dimethylamine (1.935 mL, 3.87 mmol) in MeOH (1 mL) was stirred at room temperature for 1 h. The solvent was removed in vacuum to afford 2-chloro-8-(4-fluorophenyl)-N,N-dimethyl-5,6,7,8-tetrahydroquinazolin-4-amine (118 mg, 0.386 mmol, 100% yield). LC-MS (M+H)+=306.2. Run in CN(C=O)C (N,N-dimethylformamide). Product: C1(CC1)CCOC1=CC(=C(C(=O)NS(=O)(=O)C)C=C1F)F (4-(2-cyclopropylethoxy)-2,5-difluoro-N-(methylsulfonyl)benzamide). Reactants: [H-].[Na+] (sodium hydride), C1(CC1)CCO (2-cyclopropylethanol), FC1=C(C(=O)NS(=O)(=O)C)C=C(C(=C1)F)F (2,4,5-Trifluoro-N-(methylsulfonyl)benzamide). Reaction SMILES: [CH:1]1([CH2:4][CH2:5][OH:6])[CH2:3][CH2:2]1.[H-].[Na+].[F:9][C:10]1[CH:22]=[C:21](F)[C:20]([F:24])=[CH:19][C:11]=1[C:12]([NH:14][S:15]([CH3:18])(=[O:17])=[O:16])=[O:13]>CN(C)C=O>[CH:1]1([CH2:4][CH2:5][O:6][C:21]2[C:20]([F:24])=[CH:19][C:11]([C:12]([NH:14][S:15]([CH3:18])(=[O:17])=[O:16])=[O:13])=[C:10]([F:9])[CH:22]=2)[CH2:3][CH2:2]1 |f:1.2|. Procedure: To a mixture of 2-cyclopropylethanol (0.172 g, 2.0 mmol) in anhydrous N,N-dimethylformamide (20 mL) was added sodium hydride (60% in mineral oil, 0.20 g, 5.0 mmol) at room temperature. The resulting mixture was stirred at 45° C. for 30 min and then cooled to room temperature. 2,4,5-Trifluoro-N-(methylsulfonyl)benzamide (WO 2012007883 A1) (0.51 g, 2.2 mmol) was added and the reaction mixture was stirred at room temperature for 16 h. The mixture was cooled to 0° C. and quenched with hydrochloride ... The yield is 18.8%. Conditions: temperature 45 celsius, time 30 minute. Starting materials: [N+](=O)([O-])C1=CC=C2C(=CNC2=C1)C1=CN2CCC1CC2 (3-(6-Nitro-1H-indol-3-yl)-1-azabicyclo[2.2.2]oct-2-ene), O.NN (hydrazine hydrate). Reagents/catalysts: [Ni] (Ra—Ni). Run in CO (methanol). Yields the product N12C=C(C(CC1)CC2)C2=CNC1=CC(=CC=C21)N (3-(1-Azabicyclo[2.2.2]oct-2-en-3-yl)-1H-indol-6-amine). The yield is 98.5%. Reaction SMILES: [N+:1]([C:4]1[CH:12]=[C:11]2[C:7]([C:8]([C:13]3[CH:18]4[CH2:19][CH2:20][N:15]([CH2:16][CH2:17]4)[CH:14]=3)=[CH:9][NH:10]2)=[CH:6][CH:5]=1)([O-])=O.O.NN>CO.[Ni]>[N:15]12[CH2:16][CH2:17][CH:18]([CH2:19][CH2:20]1)[C:13]([C:8]1[C:7]3[C:11](=[CH:12][C:4]([NH2:1])=[CH:5][CH:6]=3)[NH:10][CH:9]=1)=[CH:14]2 |f:1.2|. Procedure: Compound 109 (0.4 g, 1.485 mmol) in dry methanol (10 mL) was treated with Ra—Ni (˜0.05 g) and hydrazine hydrate (0.46 mL, 1.029 mmol). The resulting mixture was placed in a pre-heated oil bath and refluxed for 2 min (until yellow colour disappears). The reaction was brought to room temperature, filtered through celite bed and washed with methanol (3×10 mL). The combined methanol layer was evaporated and crude was purified by column chromatography (2M NH3 in MeOH:CH2Cl2, 1:9) to obtain compound 1... Product: OC1=CC=C(C(=O)C=2OC3=C(C2C2=CC=CC=C2)C=CC=C3)C=C1 (2-(4-hydroxybenzoyl)-3-phenylbenzofuran). RXN SMILES: C1(C2C3C=CC=CC=3OC=2)C=CC=CC=1.C(Cl)(=O)C1C=CC(OC)=CC=1.C[O:28][C:29]1[CH:51]=[CH:50][C:32]([C:33]([C:35]2[O:36][C:37]3[CH:49]=[CH:48][CH:47]=[CH:46][C:38]=3[C:39]=2[C:40]2[CH:45]=[CH:44][CH:43]=[CH:42][CH:41]=2)=[O:34])=[CH:31][CH:30]=1>>[OH:28][C:29]1[CH:30]=[CH:31][C:32]([C:33]([C:35]2[O:36][C:37]3[CH:49]=[CH:48][CH:47]=[CH:46][C:38]=3[C:39]=2[C:40]2[CH:45]=[CH:44][CH:43]=[CH:42][CH:41]=2)=[O:34])=[CH:50][CH:51]=1. The reactants are C1(=CC=CC=C1)C1=COC2=C1C=CC=C2 (3-phenylbenzofuran), C(C1=CC=C(C=C1)OC)(=O)Cl (p-anisoyl chloride), COC1=CC=C(C(=O)C=2OC3=C(C2C2=CC=CC=C2)C=CC=C3)C=C1 (2-(4-methoxybenzoyl)-3-phenylbenzofuran). Procedure details: Acylation of 3-phenylbenzofuran with p-anisoyl chloride over a 4 hour period as described in the procedure of Example 1 followed by demethylation of the 2-(4-methoxybenzoyl)-3-phenylbenzofuran thus formed as previously described gives 2-(4-hydroxybenzoyl)-3-phenylbenzofuran. Starting materials: NC1=CC=CC(=N1)NC1=NC=NC(=C1)NC1=CC=CC=C1 (N4-(6-aminopyridin-2-yl)-N6-phenylpyrimidine-4,6-diamine), CN(C)C/C=C/C(=O)Cl (dimethylaminocrotonyl chloride). Run in CN1CCCC1=O (NMP). Reaction conditions: time 2 hour. The product is CN(C/C=C/C(=O)NC1=NC(=CC=C1)NC1=NC=NC(=C1)NC1=CC=CC=C1)C ((E)-4-(dimethylamino)-N-(6-(6-(phenylamino)pyrimidin-4-ylamino)pyridine-2-yl)but-2-enamide). As a reaction SMILES: [NH2:1][C:2]1[N:7]=[C:6]([NH:8][C:9]2[CH:14]=[C:13]([NH:15][C:16]3[CH:21]=[CH:20][CH:19]=[CH:18][CH:17]=3)[N:12]=[CH:11][N:10]=2)[CH:5]=[CH:4][CH:3]=1.[CH3:22][N:23]([CH2:25]/[CH:26]=[CH:27]/[C:28](Cl)=[O:29])[CH3:24]>CN1C(=O)CCC1>[CH3:22][N:23]([CH3:24])[CH2:25]/[CH:26]=[CH:27]/[C:28]([NH:1][C:2]1[CH:3]=[CH:4][CH:5]=[C:6]([NH:8][C:9]2[CH:14]=[C:13]([NH:15][C:16]3[CH:17]=[CH:18][CH:19]=[CH:20][CH:21]=3)[N:12]=[CH:11][N:10]=2)[N:7]=1)=[O:29]. Procedure details: To a stirred solution of acetonitrile (20 mL) and DMF (0.05 mL) under N2 was added N,N-dimethylamino crotonic acid hydrochloride (0.47 g, 2.8 mmol). After 10 min this solution was cooled to 0-5° C. Oxalyl chloride (0.44 g, 3.5 mmol) was added and the reaction mixture was maintained at 0-5° C. for 30 min. It was allowed to warm to rt and stirring was continued for 2 h. It was then heated to 40° C. for 5 min and again brought to rt and stirred for 10 min to get a light greenish colored solution of... Reactants: CC(=O)O[BH-](OC(C)=O)OC(C)=O, CCN(CC)CCOc1ccc(C=O)cc1, CC(=O)O, ClCCCl, Nc1ccc2ncccc2c1, [Na+], [Na+], [OH-]. As a reaction SMILES: [C:32]([O:33][BH-:34]([O:35][C:36](=[O:37])[CH3:38])[O:39][C:40](=[O:41])[CH3:42])(=[O:43])[CH3:44].[CH2:1]([CH3:2])[N:3]([CH2:4][CH2:5][O:6][c:7]1[cH:8][cH:9][c:10]([CH:11]=[O:12])[cH:13][cH:14]1)[CH2:15][CH3:16].[CH3:28][C:29](=[O:30])[OH:31].[Cl:48][CH2:49][CH2:50][Cl:51].[NH2:17][c:18]1[cH:19][c:20]2[cH:21][cH:22][cH:23][n:24][c:25]2[cH:26][cH:27]1.[Na+:45].[Na+:47].[OH-:46]>>[CH2:1]([CH3:2])[N:3]([CH2:4][CH2:5][O:6][c:7]1[cH:8][cH:9][c:10]([CH2:11][NH:17][c:18]2[cH:19][c:20]3[cH:21][cH:22][cH:23][n:24][c:25]3[cH:26][cH:27]2)[cH:13][cH:14]1)[CH2:15][CH3:16]. Yields the product CCN(CC)CCOc1ccc(CNc2ccc3ncccc3c2)cc1.